Dataset: the Open Reaction Database (ORD), a public repository of structured organic reaction records. Task: describe an organic reaction: reactants, conditions, products, and yield The reactants are alkali metal hydroxide, alkali metal hydroxide, C=O (formalin), C=O (paraformaldehyde), polyethylene glycol, C(C)C(C=O)CCCC (2-ethyl hexanal), C=O (formaldehyde), initial materials, alkali metal hydroxide, S(O)(O)(=O)=O (sulfuric acid), alkali metal hydroxide, C(C)C(C=O)CCCC (2-ethyl hexanal), C(C)C(CCCCC)=O (1-ethyl hexanal), C=O (paraformaidehyde), initial materials. Reagents/catalysts: S(=O)(=O)(O)[O-].C(CCC)[N+](CCCC)(CCCC)CCCC (tetrabutylammoniumhydrogen sulfate), CCCCCCCC[N+](C)(CCCCCCCC)CCCCCCCC.[Cl-] (tricaprylmethylammonium chloride). The product is C(CCC)C(CO)(CO)CC (2-n-butyl-2-ethyl-1,3-propane diol). Reaction SMILES: [CH2:1]([CH:3]([CH2:6][CH2:7][CH2:8][CH3:9])[CH:4]=[O:5])[CH3:2].C=O.C([C:14](=[O:20])CCCCC)C.S(=O)(=O)(O)O>S([O-])(O)(=O)=O.C([N+](CCCC)(CCCC)CCCC)CCC.CCCCCCCC[N+](CCCCCCCC)(CCCCCCCC)C.[Cl-]>[CH2:6]([C:3]([CH2:1][CH3:2])([CH2:14][OH:20])[CH2:4][OH:5])[CH2:7][CH2:8][CH3:9] |f:4.5,6.7|. Procedure: The molar ratio of the 2-ethyl hexanal to the formaldehyde, used as the initial materials of the reaction, should be within the range 1:2 to 1:4, preferably within the range 1:2.5 to 1:3.5. To the mixture is added a neutral or cationic phase transfer catalyst, such as neutral polyethylene glycol (e.g. PEG 400) or a cationic tetrabutylammoniumhydrogen sulfate (TBAHSO4) or tricaprylmethylammonium chloride (Aliquat 336). These are added in an amount of 1-50% by weight, preferably 5-30% by weight, o...